This data is from the Open Reaction Database (ORD), a public repository of structured organic reaction records. The task is: describe an organic reaction: reactants, conditions, products, and yield Reactants: ClC1=NC=2CCCC(C2C=C1)=O (2-chloro-7,8-dihydro-6H-quinolin-5-one), C(#C)C1=CC=CC=C1 (ethynylbenzene). The reagents and catalysts are [Pd].C1(=CC=CC=C1)P(C1=CC=CC=C1)C1=CC=CC=C1.C1(=CC=CC=C1)P(C1=CC=CC=C1)C1=CC=CC=C1.C1(=CC=CC=C1)P(C1=CC=CC=C1)C1=CC=CC=C1.C1(=CC=CC=C1)P(C1=CC=CC=C1)C1=CC=CC=C1 (tetrakis (triphenylphosphine) palladium). Run in C(C)N(CC)CC (triethylamine). Yields the product C1(=CC=CC=C1)C#CC1=NC=2CCCC(C2C=C1)=O (2-Phenylethynyl-7,8-dihydro-6H-quinolin-5-one). Isolated yield 14.7%. Reaction SMILES: Cl[C:2]1[CH:11]=[CH:10][C:9]2[C:8](=[O:12])[CH2:7][CH2:6][CH2:5][C:4]=2[N:3]=1.[C:13]([C:15]1[CH:20]=[CH:19][CH:18]=[CH:17][CH:16]=1)#[CH:14]>C(N(CC)CC)C.[Pd].C1(P(C2C=CC=CC=2)C2C=CC=CC=2)C=CC=CC=1.C1(P(C2C=CC=CC=2)C2C=CC=CC=2)C=CC=CC=1.C1(P(C2C=CC=CC=2)C2C=CC=CC=2)C=CC=CC=1.C1(P(C2C=CC=CC=2)C2C=CC=CC=2)C=CC=CC=1>[C:15]1([C:13]#[C:14][C:2]2[CH:11]=[CH:10][C:9]3[C:8](=[O:12])[CH2:7][CH2:6][CH2:5][C:4]=3[N:3]=2)[CH:20]=[CH:19][CH:18]=[CH:17][CH:16]=1 |f:3.4.5.6.7|. Reported procedure: To a solution of 2-chloro-7,8-dihydro-6H-quinolin-5-one (0.2 g, 1.1 mmol) and ethynylbenzene (0.17 g, 1.6 mmol) in triethylamine (7 ml) under an argon atmosphere was added tetrakis (triphenylphosphine) palladium (0.02 g, 0.062 mmol). The mixture was heated at reflux for 3 h. Then it was concentrated under reduced pressure and the residue was purified by column chromatography on silica gel to give the title compound (0.04 g, 15%).